The task is: describe an organic reaction: reactants, conditions, products, and yield. This data is from the Open Reaction Database (ORD), a public repository of structured organic reaction records. Yields the product C(C(C)(C)C)NC1=C(N)C=C(C=C1)C=1OC2=C(N1)C=CC=C2 (2-(2-neopentylaminoanilin-5-yl)benzoxazole). Reagents/catalysts: [C].[Pd] (palladium-carbon). The yield is 89.2%. Reactants: C(C(C)(C)C)NC1=C(C=C(C=C1)C=1OC2=C(N1)C=CC=C2)[N+](=O)[O-] (2-(4-neopentylamino-3-nitrophenyl)benzoxazole), [H][H] (hydrogen). Conditions: time 15 hour. Procedure: To a tetrahydrofuran solution (5 mL) of 2-(4-neopentylamino-3-nitrophenyl)benzoxazole (see Working Example 81-1) (242 mg, 0.744 mmol) was added 10% palladium-carbon (40 mg), a hydrogen atmosphere was substituted in the flask, and this was stirred at room temperature for 15 hours. After the reaction was complete, this was filtered through Celite and the filtrate was concentrated. The residue obtained was purified by silica gel column chromatography to yield the title compound (196 mg, 89% yield). Reaction SMILES: [CH2:1]([NH:6][C:7]1[CH:12]=[CH:11][C:10]([C:13]2[O:14][C:15]3[CH:21]=[CH:20][CH:19]=[CH:18][C:16]=3[N:17]=2)=[CH:9][C:8]=1[N+:22]([O-])=O)[C:2]([CH3:5])([CH3:4])[CH3:3].[H][H]>[C].[Pd].O1CCCC1>[CH2:1]([NH:6][C:7]1[CH:12]=[CH:11][C:10]([C:13]2[O:14][C:15]3[CH:21]=[CH:20][CH:19]=[CH:18][C:16]=3[N:17]=2)=[CH:9][C:8]=1[NH2:22])[C:2]([CH3:5])([CH3:4])[CH3:3] |f:2.3|. The solvent is O1CCCC1 (tetrahydrofuran). The reactants are O=C(N1CCN(c2cc(Cl)ncn2)CC1)N1CCN(S(=O)(=O)c2ccc(Br)cc2)CC1, CN, CCO. Product: CNc1cc(N2CCN(C(=O)N3CCN(S(=O)(=O)c4ccc(Br)cc4)CC3)CC2)ncn1. As a reaction SMILES: [Br:1][c:2]1[cH:3][cH:4][c:5]([S:8](=[O:9])(=[O:10])[N:11]2[CH2:12][CH2:13][N:14]([C:17](=[O:18])[N:19]3[CH2:20][CH2:21][N:22]([c:25]4[n:26][cH:27][n:28][c:29]([Cl:31])[cH:30]4)[CH2:23][CH2:24]3)[CH2:15][CH2:16]2)[cH:6][cH:7]1.[CH3:32][NH2:33].[CH3:34][CH2:35][OH:36]>>[Br:1][c:2]1[cH:3][cH:4][c:5]([S:8](=[O:9])(=[O:10])[N:11]2[CH2:12][CH2:13][N:14]([C:17](=[O:18])[N:19]3[CH2:20][CH2:21][N:22]([c:25]4[n:26][cH:27][n:28][c:29]([NH:33][CH3:32])[cH:30]4)[CH2:23][CH2:24]3)[CH2:15][CH2:16]2)[cH:6][cH:7]1. Reactants: [H][H] (hydrogen), C(C)(C)(C)NC(C1=CC(=CC=C1)CN1CCN(CC1)C(C1=CC=C(C=C1)[N+](=O)[O-])=O)=O (N-tert-Butyl-3((4-(4-nitrobenzoyl)piperazin-1-yl)methyl)benzamide), [H][H] (hydrogen), [H][H] (hydrogen), aqueous suspension. The reagents and catalysts are [Ni] (nickel). The solvent is CO (methanol). Reaction conditions: time 1 minute. Yields the product NC1=CC=C(C(=O)N2CCN(CC2)CC=2C=C(C(=O)NC(C)(C)C)C=CC2)C=C1 (3-((4-(4-Aminobenzoyl)piperazin-1-yl)methyl)-N-tert-butylbenzamide). Isolated yield 67.7%. As a reaction SMILES: [C:1]([NH:5][C:6](=[O:31])[C:7]1[CH:12]=[CH:11][CH:10]=[C:9]([CH2:13][N:14]2[CH2:19][CH2:18][N:17]([C:20](=[O:30])[C:21]3[CH:26]=[CH:25][C:24]([N+:27]([O-])=O)=[CH:23][CH:22]=3)[CH2:16][CH2:15]2)[CH:8]=1)([CH3:4])([CH3:3])[CH3:2].[H][H]>CO.[Ni]>[NH2:27][C:24]1[CH:25]=[CH:26][C:21]([C:20]([N:17]2[CH2:18][CH2:19][N:14]([CH2:13][C:9]3[CH:8]=[C:7]([CH:12]=[CH:11][CH:10]=3)[C:6]([NH:5][C:1]([CH3:4])([CH3:3])[CH3:2])=[O:31])[CH2:15][CH2:16]2)=[O:30])=[CH:22][CH:23]=1. Procedure details: N-tert-Butyl-3((4-(4-nitrobenzoyl)piperazin-1-yl)methyl)benzamide (0.56 g, 1.31 mmol) was dissolved In methanol (10 mL) at room temperature. Raney 2800 nickel (−1mL of an aqueous suspension) was added and the grey suspension was stirred vigorously. A balloon of hydrogen was attached to the flask via a three-way stopcock and hydrogen was allowed to slowly flow through the system for 1 minute. The flask was sealed under 1 atmosphere of hydrogen and vigorous stirring continued for 1 hour. The ballo... Starting materials: FC(C(F)(F)F)(OC1=CC=C(C=C1)N1N=C(N=C1)C1=CC=C(C=C1)CN)F ((4-(1-(4-(perfluoroethoxy)phenyl)-1H-1,2,4-triazol-3-yl)phenyl)methanamine), N(=C=S)C1=C(C=C(C=C1)OC)C (1-isothiocyanato-4-methoxy-2-methylbenzene). Solvent: O1CCCC1 (tetrahydrofuran). Run at temperature 50 celsius, time 24 hour. Yields the product COC1=CC(=C(C=C1)NC(=S)NCC1=CC=C(C=C1)C1=NN(C=N1)C1=CC=C(C=C1)OC(C(F)(F)F)(F)F)C (1-(4-methoxy-2-methylphenyl)-3-(4-(1-(4-(perfluoroethoxy)phenyl)-1H-1,2,4-triazol-3-yl)benzyl)thiourea). The yield is 44.4%. RXN SMILES: [F:1][C:2]([F:27])([O:7][C:8]1[CH:13]=[CH:12][C:11]([N:14]2[CH:18]=[N:17][C:16]([C:19]3[CH:24]=[CH:23][C:22]([CH2:25][NH2:26])=[CH:21][CH:20]=3)=[N:15]2)=[CH:10][CH:9]=1)[C:3]([F:6])([F:5])[F:4].[N:28]([C:31]1[CH:36]=[CH:35][C:34]([O:37][CH3:38])=[CH:33][C:32]=1[CH3:39])=[C:29]=[S:30]>O1CCCC1>[CH3:38][O:37][C:34]1[CH:35]=[CH:36][C:31]([NH:28][C:29]([NH:26][CH2:25][C:22]2[CH:23]=[CH:24][C:19]([C:16]3[N:17]=[CH:18][N:14]([C:11]4[CH:12]=[CH:13][C:8]([O:7][C:2]([F:1])([F:27])[C:3]([F:6])([F:5])[F:4])=[CH:9][CH:10]=4)[N:15]=3)=[CH:20][CH:21]=2)=[S:30])=[C:32]([CH3:39])[CH:33]=1. Procedure: To a solution of (4-(1-(4-(perfluoroethoxy)phenyl)-1H-1,2,4-triazol-3-yl)phenyl)methanamine (0.075 mg, 0.20 mmol) in dry tetrahydrofuran (1 mL) was added 1-isothiocyanato-4-methoxy-2-methylbenzene (0.052 mg, 0.29 mmol) and the resulting mixture was stirred at 50° C. for 24 hours. The mixture was concentrated under reduced pressure to give a brown residue, which was purified by flash column chromatography eluting with mixtures of hexanes and ethyl acetate to afford the title compound as a white s... Starting materials: BrB(Br)Br, COc1cc(-c2cccc(C(F)(F)F)c2)cc(C)c1C(=O)O, ClCCl. Product: Cc1cc(-c2cccc(C(F)(F)F)c2)cc(O)c1C(=O)O. Reaction SMILES: [B:23]([Br:24])([Br:25])[Br:26].[CH3:1][O:2][c:3]1[cH:4][c:5](-[c:13]2[cH:14][c:15]([C:19]([F:20])([F:21])[F:22])[cH:16][cH:17][cH:18]2)[cH:6][c:7]([CH3:12])[c:8]1[C:9](=[O:10])[OH:11].[Cl:27][CH2:28][Cl:29]>>[OH:2][c:3]1[cH:4][c:5](-[c:13]2[cH:14][c:15]([C:19]([F:20])([F:21])[F:22])[cH:16][cH:17][cH:18]2)[cH:6][c:7]([CH3:12])[c:8]1[C:9](=[O:10])[OH:11]. Reactants: ClN1C(CCC1=O)=O (N-Chlorosuccinimide), C(C1=CC=CC=C1)O[C@@H]1CNC[C@H]1OCC1=CC=CC=C1 ((3R,4R)-3,4-dibenzyloxypyrrolidine), C1(=CC=CC=C1)C (toluene), O (water). Run in C(C)OCC (diethyl ether). Conditions: time 3 hour. Product: C(C1=CC=CC=C1)O[C@@H]1CN(C[C@H]1OCC1=CC=CC=C1)Cl ((3R,4R)-3,4-dibenzyloxy-1-chloropyrrolidine). RXN SMILES: [Cl:1]N1C(=O)CCC1=O.[CH2:9]([O:16][C@H:17]1[C@H:21]([O:22][CH2:23][C:24]2[CH:29]=[CH:28][CH:27]=[CH:26][CH:25]=2)[CH2:20][NH:19][CH2:18]1)[C:10]1[CH:15]=[CH:14][CH:13]=[CH:12][CH:11]=1.C1(C)C=CC=CC=1.O>C(OCC)C>[CH2:23]([O:22][C@H:21]1[C@H:17]([O:16][CH2:9][C:10]2[CH:11]=[CH:12][CH:13]=[CH:14][CH:15]=2)[CH2:18][N:19]([Cl:1])[CH2:20]1)[C:24]1[CH:29]=[CH:28][CH:27]=[CH:26][CH:25]=1. Procedure: N-Chlorosuccinimide (7.05 g, 52.6 mmol) was added to a solution of (3R,4R)-3,4-dibenzyloxypyrrolidine (15 g, 52.8 mmol) in diethyl ether (300 ml). The resulting mixture was stirred at room temperature for 3 hours under a nitrogen atmosphere. Addition of toluene (250 ml) and water (200 ml), washing of the organic phase with 2 M sodium thiosufate (200 ml) and water (200 ml), drying with magnesium sulphate gave a solution of (3R,4R)-3,4-dibenzyloxy-1-chloropyrrolidine in toluene. The compound is un...